This data is from the Open Reaction Database (ORD), a public repository of structured organic reaction records. The task is: describe an organic reaction: reactants, conditions, products, and yield Reaction conditions: time 4 hour. Reported procedure: In a 500 ml, three-neck, round-bottom flask equipped with a thermometer, stirrer and dropping funnel were placed 26 g (0.75 mole) of 2-amino-2-methylpropyl 3-(3,5-di-t-butyl-4-hydroxyphenyl)propionate, 200 ml of benzene and 8.2 g of triethylamine. To this stirred mixture was added 22.5 g (0.075 mole) of stearoyl chloride, and the mixture stirred for 4 hours. The triethylamine hydrochloride was removed by filtration and the solvent was stripped off. The residue was dissolved in hot hexane. After ... As a reaction SMILES: [C:1]([C:5]1[CH:6]=[C:7]([CH2:16][CH2:17][C:18]([O:20][CH2:21][C:22]([NH2:25])([CH3:24])[CH3:23])=[O:19])[CH:8]=[C:9]([C:12]([CH3:15])([CH3:14])[CH3:13])[C:10]=1[OH:11])([CH3:4])([CH3:3])[CH3:2].C1C=CC=CC=1.[C:32](Cl)(=[O:50])[CH2:33][CH2:34][CH2:35][CH2:36][CH2:37][CH2:38][CH2:39][CH2:40][CH2:41][CH2:42][CH2:43][CH2:44][CH2:45][CH2:46][CH2:47][CH2:48][CH3:49]>C(N(CC)CC)C>[C:12]([C:9]1[CH:8]=[C:7]([CH2:16][CH2:17][C:18]([O:20][CH2:21][C:22]([NH:25][C:32](=[O:50])[CH2:33][CH2:34][CH2:35][CH2:36][CH2:37][CH2:38][CH2:39][CH2:40][CH2:41][CH2:42][CH2:43][CH2:44][CH2:45][CH2:46][CH2:47][CH2:48][CH3:49])([CH3:24])[CH3:23])=[O:19])[CH:6]=[C:5]([C:1]([CH3:2])([CH3:3])[CH3:4])[C:10]=1[OH:11])([CH3:14])([CH3:15])[CH3:13]. The solvent is C(C)N(CC)CC (triethylamine). Yields the product C(C)(C)(C)C=1C=C(C=C(C1O)C(C)(C)C)CCC(=O)OCC(C)(C)NC(CCCCCCCCCCCCCCCCC)=O (2-stearamido-2-methylpropyl 3-(3,5-di-tert-butyl-4-hydroxyphenyl)propionate). Reactants: C(C)(C)(C)C=1C=C(C=C(C1O)C(C)(C)C)CCC(=O)OCC(C)(C)N (2-amino-2-methylpropyl 3-(3,5-di-t-butyl-4-hydroxyphenyl)propionate), C1=CC=CC=C1 (benzene), C(CCCCCCCCCCCCCCCCC)(=O)Cl (stearoyl chloride). Reactants: COC1=C2CC(COC2=CC=C1)NCCCCN1C(CC2(C1=O)CCCCC2)=O (3-{4-[N-(5-methoxy-3-chromanyl)amino]butyl}-2,4-dioxo-3-azaspiro[4.5]decane), C(C(=O)O)(=O)O.COC1=C2CC(COC2=CC=C1)NCCCCN1C(CC2(C1=O)CCCCC2)=O ((+)-3-{4-[N-(5-methoxy-3-chromanyl)amino)butyl}-2,4-dioxo-3-azaspiro[4.5]decane Oxalate), C(C(=O)O)(=O)O (oxalic acid). The product is C(C(=O)O)(=O)O.C(CC)N(C1COC2=CC=CC(=C2C1)OC)CCCCN1C(CC2(C1=O)CCCCC2)=O ((+)-3-{4-[N-n-propyl-N-(5-methoxy-3-chromanyl)amino]butyl}-2,4-dioxo-3-azaspiro[4.5)decane Oxalate). RXN SMILES: [CH3:1][O:2][C:3]1[CH:12]=[CH:11][CH:10]=[C:9]2[C:4]=1[CH2:5][CH:6]([NH:13][CH2:14][CH2:15][CH2:16][CH2:17][N:18]1[C:22](=[O:23])[C:21]3([CH2:28][CH2:27][CH2:26][CH2:25][CH2:24]3)[CH2:20][C:19]1=[O:29])[CH2:7][O:8]2.[C:30]([OH:35])(=[O:34])[C:31]([OH:33])=[O:32].CO[C:38]1[CH:47]=CC=C2[C:39]=1CC(NCCCCN1C(=O)C3(CCCCC3)CC1=O)CO2.C(O)(=O)C(O)=O>>[C:30]([OH:35])(=[O:34])[C:31]([OH:33])=[O:32].[CH2:39]([N:13]([CH2:14][CH2:15][CH2:16][CH2:17][N:18]1[C:22](=[O:23])[C:21]2([CH2:28][CH2:27][CH2:26][CH2:25][CH2:24]2)[CH2:20][C:19]1=[O:29])[CH:6]1[CH2:5][C:4]2[C:9](=[CH:10][CH:11]=[CH:12][C:3]=2[O:2][CH3:1])[O:8][CH2:7]1)[CH2:38][CH3:47] |f:1.2,4.5|. Reported procedure: Using the procedure described in Example 10, but replacing the compound of Example 9 by the compound of Example 28, the product of the title is obtained. It is salified with oxalic acid. Run in CCO (EtOH), CCO (EtOH). Reaction SMILES: Br[CH:2]1[C:8](=[O:9])[CH2:7][CH2:6][CH2:5][CH2:4][C:3]1=O.[NH2:11][C:12]([NH2:14])=[S:13]>CCO>[NH2:14][C:12]1[S:13][C:2]2[C:8](=[O:9])[CH2:7][CH2:6][CH2:5][CH2:4][C:3]=2[N:11]=1. The reactants are BrC1C(CCCCC1=O)=O (2-bromocycloheptane-1,3-dione), NC(=S)N (thiourea). Procedure details: To a solution of 2-bromocycloheptane-1,3-dione (45.17 mmol) in abs. EtOH (100 mL) was added thiourea (3.61 g, 47.43 mmol). The reaction mixture was stirred at room temperature overnight at which point the EtOH was removed under reduced pressure and the resulting dark orange residue was triturated with DCM. The residue was recrystallized from EtOH to afford 26z as an off white solid (6 g, 50% overall crude yield from cycloheptane-1,3-dione). 1H NMR (300 MHz, DMSO-d6): δ 8.87 (br s, 2H), 2.87 (t, ... Yields the product NC=1SC2=C(N1)CCCCC2=O (2-Amino-6,7-dihydro-4H-cyclohepta[d]thiazol-8(5H)-one). Starting materials: ClC1=C2C(=NN=C1C1=CC=CC=C1)N(N=C2I)C (4-chloro-3-iodo-1-methyl-5-phenyl-1H-pyrazolo[3,4-c]pyridazine), [OH-].[Na+] (NaOH). The solvent is CS(=O)C (DMSO), O1CCOCC1 (dioxane). Run at temperature 50 celsius. Yields the product IC1=NN(C=2N=NC(=C(C21)O)C2=CC=CC=C2)C (3-iodo-1-methyl-5-phenyl-1H-pyrazolo[3,4-c]pyridazin-4-ol). RXN SMILES: Cl[C:2]1[C:7]([C:8]2[CH:13]=[CH:12][CH:11]=[CH:10][CH:9]=2)=[N:6][N:5]=[C:4]2[N:14]([CH3:18])[N:15]=[C:16]([I:17])[C:3]=12.[OH-:19].[Na+]>CS(C)=O.O1CCOCC1>[I:17][C:16]1[C:3]2[C:2]([OH:19])=[C:7]([C:8]3[CH:13]=[CH:12][CH:11]=[CH:10][CH:9]=3)[N:6]=[N:5][C:4]=2[N:14]([CH3:18])[N:15]=1 |f:1.2|. Reported procedure: A mixture of 4-chloro-3-iodo-1-methyl-5-phenyl-1H-pyrazolo[3,4-c]pyridazine (1.5 g, 4.05 mmol) and NaOH aqueous solution (4 M, 2 mL) in DMSO (6 mL) and dioxane (6 mL) was heated to 50° C. for 2.5 h. The mixture was left to cool to rt, then neutralised to pH 2-3, when a precipitate formed. The solid was filtered, washed with water and dried, to give 1.33 g of the intermediate. Starting materials: CC(C)N(NC(=O)c1ccccc1)C(=O)COc1ccc(F)cc1Br, O=C([O-])[O-], COc1ccccc1B(O)O, COCCOC, [Na+], [Na+]. Yields the product COc1ccccc1-c1cc(F)ccc1OCC(=O)N(NC(=O)c1ccccc1)C(C)C. Reaction SMILES: [Br:1][c:2]1[c:3]([O:4][CH2:5][C:6](=[O:7])[N:8]([NH:9][C:10]([c:11]2[cH:12][cH:13][cH:14][cH:15][cH:16]2)=[O:17])[CH:18]([CH3:19])[CH3:20])[cH:21][cH:22][c:23]([F:25])[cH:24]1.[C:26](=[O:27])([O-:28])[O-:29].[CH3:32][O:33][c:34]1[c:35]([B:40]([OH:41])[OH:42])[cH:36][cH:37][cH:38][cH:39]1.[CH3:43][O:44][CH2:45][CH2:46][O:47][CH3:48].[Na+:30].[Na+:31]>>[c:2]1(-[c:35]2[c:34]([O:33][CH3:32])[cH:39][cH:38][cH:37][cH:36]2)[c:3]([O:4][CH2:5][C:6](=[O:7])[N:8]([NH:9][C:10]([c:11]2[cH:12][cH:13][cH:14][cH:15][cH:16]2)=[O:17])[CH:18]([CH3:19])[CH3:20])[cH:21][cH:22][c:23]([F:25])[cH:24]1. The reactants are [Cl-].[Al+3].[Cl-].[Cl-] (Aluminum chloride), CC=1NC(NC1)=O (4-methyl-4-imidazolin-2-one), C(CCCCC)(=O)Cl (hexanoyl chloride). Run in [N+](=O)([O-])C1=CC=CC=C1 (nitrobenzene). Conditions: temperature 75 celsius, time 5 hour. Yields the product CC=1NC(NC1C(CCCCC)=O)=O (4-Methyl-5-hexanoyl-4-imidazolin-2-one). Yield: 31.0%. As a reaction SMILES: [CH3:1][C:2]1[NH:3][C:4](=[O:7])[NH:5][CH:6]=1.[Cl-].[Al+3].[Cl-].[Cl-].[C:12](Cl)(=[O:18])[CH2:13][CH2:14][CH2:15][CH2:16][CH3:17]>[N+](C1C=CC=CC=1)([O-])=O>[CH3:1][C:2]1[NH:3][C:4](=[O:7])[NH:5][C:6]=1[C:12](=[O:18])[CH2:13][CH2:14][CH2:15][CH2:16][CH3:17] |f:1.2.3.4|. Reported procedure: A flask equipped with mechanical stirrer, reflux condenser and nitrogen inlet, was charged with 5.0 g (0.051 mol) of 4-methyl-4-imidazolin-2-one in 40 ml of nitrobenzene and cooled to ice-bath temperature. Aluminum chloride (27.1 g, 0.204 mol) was added portionwise. The reaction was heated to 75° C. and 7.55 g (0.056 mol) of hexanoyl chloride was added dropwise over 1 hour. Heating was continued for an additional 5 hours whereupon all starting material had been consumed as evidenced by tlc analy... The reactants are C(C1=CC=CC=C1)N (Benzylamine), FC=1C=CC(=C(C1)C(CC1(OC1)C(F)(F)F)(C)C)OC (racemic 2-{2-[5-fluoro-2-(methyloxy)phenyl]-2-methylpropyl}-2-(trifluoromethyl)oxirane). The solvent is C(C)O (ethanol). Conditions: temperature 80 celsius. Yields the product FC(C(CC(C)(C)C1=C(C=CC(=C1)F)OC)(O)CNCC1=CC=CC=C1)(F)F (1,1,1-Trifluoro-4-[5-fluoro-2-(methyloxy)phenyl]-4-methyl-2-{[(phenylmethyl)amino]methyl}-2-pentanol). The yield is 95.3%. As a reaction SMILES: [CH2:1]([NH2:8])[C:2]1[CH:7]=[CH:6][CH:5]=[CH:4][CH:3]=1.[F:9][C:10]1[CH:11]=[CH:12][C:13]([O:27][CH3:28])=[C:14]([C:16]([CH3:26])([CH3:25])[CH2:17][C:18]2([C:21]([F:24])([F:23])[F:22])[CH2:20][O:19]2)[CH:15]=1>C(O)C>[F:24][C:21]([F:22])([F:23])[C:18]([CH2:20][NH:8][CH2:1][C:2]1[CH:7]=[CH:6][CH:5]=[CH:4][CH:3]=1)([OH:19])[CH2:17][C:16]([C:14]1[CH:15]=[C:10]([F:9])[CH:11]=[CH:12][C:13]=1[O:27][CH3:28])([CH3:26])[CH3:25]. Reported procedure: Benzylamine (38.6 mL, 0.353 mol) was added in one portion to a stirred solution of racemic 2-{2-[5-fluoro-2-(methyloxy)phenyl]-2-methylpropyl}-2-(trifluoromethyl)oxirane (which may be prepared according to WO 04/063163, 50 g, 0.171 mol) in ethanol (500 mL) at 20° C. and the resulting mixture heated at 80° C. overnight. The solvent was removed under reduced pressure and the resulting oil was purified by silica gel column chromatography eluting with 4% ethyl acetate in cyclohexane to give the titl... Starting materials: OCCCCCCCCCCCCC(=O)O (13-hydroxytridecanoic acid), [OH-].[Na+] (sodium hydroxide), C(COCCO)O (diethylene glycol), hydrated hydrazine, CO (methanol). Reaction conditions: temperature 110 celsius, time 30 minute. The product is OCCCCCCCCCCCCCCCC(=O)O (16-hydroxyhexadecanoic acid). Yield: 81.0%. RXN SMILES: O[CH2:2][CH2:3][CH2:4][CH2:5][CH2:6][CH2:7][CH2:8][CH2:9][CH2:10][CH2:11][CH2:12][CH2:13][C:14]([OH:16])=[O:15].[OH-].[Na+].C(O)C[O:21][CH2:22][CH2:23]O.[CH3:26]O>>[OH:21][CH2:22][CH2:23][CH2:26][CH2:2][CH2:3][CH2:4][CH2:5][CH2:6][CH2:7][CH2:8][CH2:9][CH2:10][CH2:11][CH2:12][CH2:13][C:14]([OH:16])=[O:15] |f:1.2|. Reported procedure: A compound of General formula 4 (n=10) (2.72 g, 10 mmole) was mixed with 2.0 g of ground sodium hydroxide, 16 ml of diethylene glycol, 1.3 ml of 85% hydrated hydrazine, and 0.6 ml of methanol, and stirred at 110° C. for 30 min. The mixture was heated up to 195-200° C. and stirred for 15 hours. Distillable components were completely distilled off to ensure its removal out of the system. The residue was cooled, acidified and subjected to extraction with chloroform. The chloroform layer was washed ...